This data is from the Open Reaction Database (ORD), a public repository of structured organic reaction records. The task is: describe an organic reaction: reactants, conditions, products, and yield Reactants: product, C(C)OC(C(=O)C1=CNC2=CC=CC=C12)=O (ethyl-2-(1H-indol-3-yl)-2-oxoacetate), C(=O)([O-])[O-].[Cs+].[Cs+] (Cs2CO3). The product is C(C)OC(C(=O)C1=CN(C2=CC=CC=C12)CCNC(=O)OC(C)(C)C)=O (ethyl-2-(1-{2-[(tert.-butoxycarbonyl)-amino]ethyl}-1H-indol-3-yl)-2-oxoacetate). The yield is 135.9%. Reaction SMILES: [CH2:1]([O:3][C:4](=[O:16])[C:5]([C:7]1[C:15]2[C:10](=[CH:11][CH:12]=[CH:13][CH:14]=2)[NH:9][CH:8]=1)=[O:6])[CH3:2].[C:17]([O-:20])([O-])=[O:18].[Cs+].[Cs+]>>[CH2:1]([O:3][C:4](=[O:16])[C:5]([C:7]1[C:15]2[C:10](=[CH:11][CH:12]=[CH:13][CH:14]=2)[N:9]([CH2:11][CH2:10][NH:9][C:17]([O:20][C:7]([CH3:15])([CH3:8])[CH3:5])=[O:18])[CH:8]=1)=[O:6])[CH3:2] |f:1.2.3|. Reported procedure: The general procedure 1 was then followed using the above product (6.68 mmol, 1.54 g), ethyl-2-(1H-indol-3-yl)-2-oxoacetate (6.68 mmol, 1.45 g) and Cs2CO3 (9.82 mmol, 3.20 g). The purification was achieved by column chromatography (petro-lether:ethylacetate:diethylamine 5:4:1) to yield ethyl-2-(1-{2-[(tert.-butoxycarbonyl)-amino]ethyl}-1H-indol-3-yl)-2-oxoacetate (4.54 mmol, 68%) as white crystals. Mp=114-115° C. IR {tilde over (ν)} [cm−1]=3357; 2977; 1727; 1686; 1638; 1518. EI-MS (m/z)=360 (7.5... Starting materials: ClC(Cl)(Br)C(Cl)(Cl)Br, [Li]CCCC, O=C(O)c1ccc(OC(F)(F)F)c(Cl)c1, Cl, C1CCOC1. The product is O=C(O)c1ccc(OC(F)(F)F)c(Cl)c1Br. RXN SMILES: [Br:21][C:22]([Cl:23])([Cl:24])[C:25]([Cl:26])([Cl:27])[Br:28].[CH2:16]([Li:17])[CH2:18][CH2:19][CH3:20].[Cl:1][c:2]1[cH:3][c:4]([C:5](=[O:6])[OH:7])[cH:8][cH:9][c:10]1[O:11][C:12]([F:13])([F:14])[F:15].[ClH:29].[O:30]1[CH2:31][CH2:32][CH2:33][CH2:34]1>>[Cl:1][c:2]1[c:3]([Br:21])[c:4]([C:5](=[O:6])[OH:7])[cH:8][cH:9][c:10]1[O:11][C:12]([F:13])([F:14])[F:15]. The reactants are C(C)OC(=O)NNC(=O)C(C)N(C1=C(C=CC=C1C)C)S(=O)(=O)C (N-[1-(2-(ethoxycarbonyl)hydrazinocarbonyl)ethyl]-2',6'-dimethylmethanesulphonanilide). The solvent is C(C)O (ethanol), [OH-].[Na+] (sodium hydroxide). Yields the product N(N)C(=O)C(C)N(C1=C(C=CC=C1C)C)S(=O)(=O)C (N-[1-(hydrazinocarbonyl)ethyl]-2',6'-dimethylmethanesulphonanilide). Reaction SMILES: C(OC([NH:6][NH:7][C:8]([CH:10]([N:12]([S:21]([CH3:24])(=[O:23])=[O:22])[C:13]1[C:18]([CH3:19])=[CH:17][CH:16]=[CH:15][C:14]=1[CH3:20])[CH3:11])=[O:9])=O)C>C(O)C.[OH-].[Na+]>[NH:7]([C:8]([CH:10]([N:12]([S:21]([CH3:24])(=[O:23])=[O:22])[C:13]1[C:18]([CH3:19])=[CH:17][CH:16]=[CH:15][C:14]=1[CH3:20])[CH3:11])=[O:9])[NH2:6] |f:2.3|. Procedure details: A solution of N-[1-(2-(ethoxycarbonyl)hydrazinocarbonyl)ethyl]-2',6'-dimethylmethanesulphonanilide (5.6 g) in ethanol (75 ml) and 10% sodium hydroxide solution (75 ml) was heated on a steam bath for 21/2 hours, and then the ethanol was evaporated off. The aqueous solution remaining was acidified with dilute hydrochloric acid, heated on a steam bath for 1 hour, and then filtered. The filtrate was just neutralised with dilute sodium hydroxide solution, saturated with sodium chloride and extracted ... Reactants: [BH4-], [Cl-], [Cl-], [Na+], CCOC(=O)C(Cc1cccc(OC(F)(F)C(F)F)c1)C(=O)c1csc(-c2ccccc2)n1, [Zn+2]. Yields the product CCOC(=O)C(Cc1cccc(OC(F)(F)C(F)F)c1)C(O)c1csc(-c2ccccc2)n1. Reaction SMILES: [BH4-:1].[Cl-:36].[Cl-:38].[Na+:2].[O:3]=[C:4]([CH:5]([C:6](=[O:7])[O:8][CH2:9][CH3:10])[CH2:11][c:12]1[cH:13][c:14]([O:18][C:19]([CH:20]([F:21])[F:22])([F:23])[F:24])[cH:15][cH:16][cH:17]1)[c:25]1[n:26][c:27](-[c:30]2[cH:31][cH:32][cH:33][cH:34][cH:35]2)[s:28][cH:29]1.[Zn+2:37]>>[OH:3][CH:4]([CH:5]([C:6](=[O:7])[O:8][CH2:9][CH3:10])[CH2:11][c:12]1[cH:13][c:14]([O:18][C:19]([CH:20]([F:21])[F:22])([F:23])[F:24])[cH:15][cH:16][cH:17]1)[c:25]1[n:26][c:27](-[c:30]2[cH:31][cH:32][cH:33][cH:34][cH:35]2)[s:28][cH:29]1.